From a dataset of the Open Reaction Database (ORD), a public repository of structured organic reaction records. describe an organic reaction: reactants, conditions, products, and yield The reactants are C(C)(C)(C)OC(=O)N[C@@H]1CN(CCC1)C1=C2CCCN(C2=NC=C1[N+](=O)[O-])C(=O)OC(C)(C)C (tert-butyl 5-{(3S)-3-[(tert-butoxycarbonyl)amino]piperidin-1-yl}-6-nitro-3,4-dihydro-1,8-naphthyridine-1(2H)-carboxylate), CC(=O)O (AcOH). Reagents/catalysts: [Fe] (Iron). Run in O (water). Conditions: time 2 hour. Product: NC=1C(=C2CCCN(C2=NC1)C(=O)OC(C)(C)C)N1C[C@H](CCC1)NC(=O)OC(C)(C)C (tert-Butyl 6-amino-5-{(3S)-3-[(tert-butoxycarbonyl)amino]piperidin-1-yl}-3,4-dihydro-1,8-naphthyridine-1(2H)-carboxylate). Isolated yield 95.0%. RXN SMILES: [C:1]([O:5][C:6]([NH:8][C@H:9]1[CH2:14][CH2:13][CH2:12][N:11]([C:15]2[C:24]([N+:25]([O-])=O)=[CH:23][N:22]=[C:21]3[C:16]=2[CH2:17][CH2:18][CH2:19][N:20]3[C:28]([O:30][C:31]([CH3:34])([CH3:33])[CH3:32])=[O:29])[CH2:10]1)=[O:7])([CH3:4])([CH3:3])[CH3:2].CC(O)=O>[Fe].O>[NH2:25][C:24]1[C:15]([N:11]2[CH2:12][CH2:13][CH2:14][C@H:9]([NH:8][C:6]([O:5][C:1]([CH3:4])([CH3:3])[CH3:2])=[O:7])[CH2:10]2)=[C:16]2[C:21](=[N:22][CH:23]=1)[N:20]([C:28]([O:30][C:31]([CH3:33])([CH3:34])[CH3:32])=[O:29])[CH2:19][CH2:18][CH2:17]2. Reported procedure: Iron powder (0.26 g, 4.6 mmol) was added to a mixture containing tert-butyl 5-{(3S)-3-[(tert-butoxycarbonyl)amino]piperidin-1-yl}-6-nitro-3,4-dihydro-1,8-naphthyridine-1(2H)-carboxylate (0.60 g, 1.2 mmol), AcOH (9 mL), and water (1 mL). The reaction mixture was stirred at room temperature for 2 h. The solution was filtered and the filtrate was concentrated under reduced pressure. The residue was diluted with EtOAc (50 mL) and filtered. The filtrate was neutralized with saturated aq. NaHCO3. The ... The reactants are COc1cc2c(cc1[N+](=O)[O-])N(CC(=O)N(C)C)C(=O)CN(CC(=O)N(C)C)C2, CCOC(C)=O, CCO. Yields the product COc1cc2c(cc1N)N(CC(=O)N(C)C)C(=O)CN(CC(=O)N(C)C)C2. As a reaction SMILES: [CH3:1][N:2]([C:3](=[O:4])[CH2:5][N:6]1[C:7](=[O:28])[CH2:8][N:9]([CH2:22][C:23](=[O:24])[N:25]([CH3:26])[CH3:27])[CH2:10][c:11]2[c:12]1[cH:13][c:14]([N+:19]([O-:20])=[O:21])[c:15]([O:17][CH3:18])[cH:16]2)[CH3:29].[CH3:30][CH2:31][O:32][C:33](=[O:34])[CH3:35].[CH3:36][CH2:37][OH:38]>>[CH3:1][N:2]([C:3](=[O:4])[CH2:5][N:6]1[C:7](=[O:28])[CH2:8][N:9]([CH2:22][C:23](=[O:24])[N:25]([CH3:26])[CH3:27])[CH2:10][c:11]2[c:12]1[cH:13][c:14]([NH2:19])[c:15]([O:17][CH3:18])[cH:16]2)[CH3:29]. The reactants are FC(C=1C=C(C=C(C1)C(F)(F)F)C1(CCCC1)CO)(F)F ((1-(3,5-bis(trifluoromethyl)phenyl)cyclopentyl)methanol), FC(C1=CC=C(C=C1)C1(CCCC1)COS(=O)(=O)C)(F)F (methanesulfonic acid 1-(4-trifluoromethyl-phenyl)-cyclopentylmethyl ester). The product is CS(=O)(=O)OCC1(CCCC1)C1=CC(=CC(=C1)C(F)(F)F)C(F)(F)F ((1-(3,5-bis(trifluoromethyl)phenyl)cyclopentyl)methyl methanesulfonate). As a reaction SMILES: [F:1][C:2]([F:21])([F:20])[C:3]1[CH:4]=[C:5]([C:13]2([CH2:18][OH:19])[CH2:17][CH2:16][CH2:15][CH2:14]2)[CH:6]=[C:7]([C:9]([F:12])([F:11])[F:10])[CH:8]=1.FC(F)(F)C1C=CC(C2(C[O:36][S:37]([CH3:40])(=O)=[O:38])CCCC2)=CC=1>>[CH3:40][S:37]([O:19][CH2:18][C:13]1([C:5]2[CH:4]=[C:3]([C:2]([F:20])([F:21])[F:1])[CH:8]=[C:7]([C:9]([F:10])([F:11])[F:12])[CH:6]=2)[CH2:17][CH2:16][CH2:15][CH2:14]1)(=[O:38])=[O:36]. Procedure: (1-(3,5-bis(trifluoromethyl)phenyl)cyclopentyl)methyl methanesulfonate (458) was synthesized from ((1-(3,5-bis(trifluoromethyl)phenyl)cyclopentyl)methanol (457) following the procedure described for methanesulfonic acid 1-(4-trifluoromethyl-phenyl)-cyclopentylmethyl ester (240). The reactants are CS(C)=O, Cl, [H-], Nc1cc(Cl)nc(N)n1, [Na+], O=C(NCc1ccc(CO)cc1)C(F)(F)F. Product: Nc1cc(OCc2ccc(CNC(=O)C(F)(F)F)cc2)nc(N)n1. Reaction SMILES: [CH3:29][S:30]([CH3:31])=[O:32].[ClH:28].[H-:18].[NH2:19][c:20]1[n:21][c:22]([NH2:27])[cH:23][c:24]([Cl:26])[n:25]1.[Na+:17].[OH:1][CH2:2][c:3]1[cH:4][cH:5][c:6]([CH2:7][NH:8][C:9]([C:10]([F:11])([F:12])[F:13])=[O:14])[cH:15][cH:16]1>>[O:1]([CH2:2][c:3]1[cH:4][cH:5][c:6]([CH2:7][NH:8][C:9]([C:10]([F:11])([F:12])[F:13])=[O:14])[cH:15][cH:16]1)[c:24]1[cH:23][c:22]([NH2:27])[n:21][c:20]([NH2:19])[n:25]1. Reactants: CC1=C(C=O)C(=CC=C1C)[N+](=O)[O-] (2,3-dimethyl-6nitrobenzaldehyde), CN1C(NC(C1P(OCC)(=O)OCC)=O)=O (diethyl 1-methyl-2,4-dioxoimidazolidine-5-phosphonate). The product is CC1=C(C(=CC=C1C)[N+](=O)[O-])C=C1C(NC(N1C)=O)=O (5-[(2,3-Dimethyl-6-nitrophenyl)methylene]-1-methyl-2,4-imidazolidinedione). The yield is 88.0%. Reaction SMILES: [CH3:1][C:2]1[C:9]([CH3:10])=[CH:8][CH:7]=[C:6]([N+:11]([O-:13])=[O:12])[C:3]=1[CH:4]=O.[CH3:14][N:15]1[CH:19](P(OCC)(=O)OCC)[C:18](=[O:28])[NH:17][C:16]1=[O:29]>>[CH3:1][C:2]1[C:9]([CH3:10])=[CH:8][CH:7]=[C:6]([N+:11]([O-:13])=[O:12])[C:3]=1[CH:4]=[C:19]1[N:15]([CH3:14])[C:16](=[O:29])[NH:17][C:18]1=[O:28]. Reported procedure: Reaction of 2,3-dimethyl-6nitrobenzaldehyde with diethyl 1-methyl-2,4-dioxoimidazolidine-5-phosphonate according to the procedure of Method D provided the title compound (partial hydrate) as a mixture of geometrical isomers, m.p. 195°-198° C. in 88% yield. The reactants are CC(=O)O, Cc1cc[nH]c(=O)c1[N+](=O)[O-], [O-][I+2]([O-])[O-], I, [Na+], O, O=S(=O)(O)O. The product is Cc1c(I)c[nH]c(=O)c1[N+](=O)[O-]. Reaction SMILES: [CH3:19][C:20](=[O:21])[OH:22].[CH3:1][c:2]1[c:3]([N+:9](=[O:10])[O-:11])[c:4](=[O:8])[nH:5][cH:6][cH:7]1.[I+2:13]([O-:14])([O-:15])[O-:16].[I:12].[Na+:17].[OH2:18].[S:23](=[O:24])(=[O:25])([OH:26])[OH:27]>>[CH3:1][c:2]1[c:3]([N+:9](=[O:10])[O-:11])[c:4](=[O:8])[nH:5][cH:6][c:7]1[I:13]. Starting materials: O=C(O)CNC(=O)OCc1ccccc1, CN(C)C=O, O=C(Cl)C(=O)Cl, C1CCOC1. Yields the product O=C(Cl)CNC(=O)OCc1ccccc1. RXN SMILES: [CH2:1]([c:2]1[cH:3][cH:4][cH:5][cH:6][cH:7]1)[O:8][C:9](=[O:10])[NH:11][CH2:12][C:13](=[O:14])[OH:15].[CH3:16][N:17]([CH3:18])[CH:19]=[O:20].[Cl:21][C:22]([C:23]([Cl:24])=[O:25])=[O:26].[O:27]1[CH2:28][CH2:29][CH2:30][CH2:31]1>>[CH2:1]([c:2]1[cH:3][cH:4][cH:5][cH:6][cH:7]1)[O:8][C:9](=[O:10])[NH:11][CH2:12][C:13](=[O:15])[Cl:21].